From a dataset of the Open Reaction Database (ORD), a public repository of structured organic reaction records. describe an organic reaction: reactants, conditions, products, and yield Reactants: BrC=1C=NC(=NC1)Cl (5-Bromo-2-chloro-pyrimidine), C(C)(C)(C)OC(=O)N1[C@H]2C[C@H]2C[C@H]1CN ((1S,3S,5S)-3-aminomethyl-2-aza-bicyclo[3.1.0]hexane-2-carboxylic acid tert-butyl ester), C(=O)([O-])[O-].[K+].[K+] (K2CO3), CCN(C(C)C)C(C)C (DIPEA). The solvent is CC=1C=CC=CC1C (o-xylene). Conditions: temperature 138 celsius. Yields the product C(C)(C)(C)OC(=O)N1[C@H]2C[C@H]2C[C@H]1CNC1=NC=C(C=N1)Br ((1S,3S,5S)-3-[(5-bromo-pyrimidin-2-ylamino)-methyl]-2-aza-bicyclo[3.1.0]hexane-2-carboxylic acid tert-butyl ester). RXN SMILES: [Br:1][C:2]1[CH:3]=[N:4][C:5](Cl)=[N:6][CH:7]=1.[C:9]([O:13][C:14]([N:16]1[C@H:21]([CH2:22][NH2:23])[CH2:20][C@H:19]2[C@@H:17]1[CH2:18]2)=[O:15])([CH3:12])([CH3:11])[CH3:10].C([O-])([O-])=O.[K+].[K+].CCN(C(C)C)C(C)C>CC1C=CC=CC=1C>[C:9]([O:13][C:14]([N:16]1[C@H:21]([CH2:22][NH:23][C:5]2[N:4]=[CH:3][C:2]([Br:1])=[CH:7][N:6]=2)[CH2:20][C@H:19]2[C@@H:17]1[CH2:18]2)=[O:15])([CH3:12])([CH3:11])[CH3:10] |f:2.3.4|. Procedure: 5-Bromo-2-chloro-pyrimidine (18.4 mmol) is added to a solution of (1S,3S,5S)-3-aminomethyl-2-aza-bicyclo[3.1.0]hexane-2-carboxylic acid tert-butyl ester (14.1 mmol) in o-xylene (28 mL). K2CO3 (42.4 mmol) and DIPEA (42.4 mmol) are added and the mixture is heated to 138° C. for 16 h. The mixture is cooled to RT and filtered. The residue is washed with DCM and the combined filtrates are concentrated in vacuo to give a crude product which is purified by flash chromatography (gradient: heptane/EtOAc ... Reactants: C(C)(=O)OCC (ethyl acetate), Cl (hydrochloric acid), [H-].[Na+] (sodium hydride), C1(CC1)C1=C(C(=C2C(C(=CN(C2=C1F)C(CO)C)C(=O)OCC)=O)F)F (ethyl 7-cyclopropyl-5,6,8-trifluoro-1-(2-hydroxy-1-methylethyl)-1,4-dihydro-4-oxo-3-quinolinecarboxylate). Run in O (water), CN(C=O)C (N,N-dimethylformamide). Reaction conditions: time 15 hour. Yields the product C1(CC1)C=1C(=C(C2=C3N(C(COC31)C)C=C(C2=O)C(=O)OCC)F)F (ethyl 10-cyclopropyl-8,9-difluoro-3-methyl-7-oxo-2,3-dihydro-7H-pyrido[1,2,3-de][1,4]benzoxazine-6-carboxylate). Yield: 39.2%. As a reaction SMILES: [CH:1]1([C:4]2[C:13](F)=[C:12]3[C:7]([C:8](=[O:24])[C:9]([C:19]([O:21][CH2:22][CH3:23])=[O:20])=[CH:10][N:11]3[CH:15]([CH3:18])[CH2:16][OH:17])=[C:6]([F:25])[C:5]=2[F:26])[CH2:3][CH2:2]1.[H-].[Na+].C(OCC)(=O)C.Cl>CN(C)C=O.O>[CH:1]1([C:4]2[C:5]([F:26])=[C:6]([F:25])[C:7]3[C:8](=[O:24])[C:9]([C:19]([O:21][CH2:22][CH3:23])=[O:20])=[CH:10][N:11]4[CH:15]([CH3:18])[CH2:16][O:17][C:13]=2[C:12]=34)[CH2:3][CH2:2]1 |f:1.2|. Procedure details: In 1.7 ml of N,N-dimethylformamide was dissolved 170 mg of ethyl 7-cyclopropyl-5,6,8-trifluoro-1-(2-hydroxy-1-methylethyl)-1,4-dihydro-4-oxo-3-quinolinecarboxylate. To the resulting solution was added 20 mg of 60% sodium hydride. The resulting mixture was stirred at 80°-90° C. for 15 hours. The reaction mixture was added to a mixture of 5 ml of ethyl acetate and 5 ml of water. The resulting mixture was adjusted to pH 1.5 with 2N hydrochloric acid. The resulting crystals were collected by filtrat... Starting materials: O=C(OCC)C=1C=CC=CC1F. Reagents/catalysts: [K].OC(C)(C)C, O1B(OC(C)(C)C1(C)C)B2OC(C)(C)C(O2)(C)C, O=C1C=CC=2C=CC=C(C3=CN=C(C=C3)C=4N=CC=CC4)C2N1, C[OH2+].C[OH2+].C1CC=CCCC=C1.C1CC=CCCC=C1.[Ir].[Ir]. The solvent is O1CCCC1. Reaction conditions: temperature 80 celsius, time 12 hour. The product is O=C(OCC)C1=CC=C(C=C1F)B2OC(C)(C)C(O2)(C)C. The yield is 91.0%.